This data is from the Open Reaction Database (ORD), a public repository of structured organic reaction records. The task is: describe an organic reaction: reactants, conditions, products, and yield Starting materials: ice, ClC=1C=C(C=CC1Cl)N1CCNCC1 ((3,4-dichlorophenyl)piperazine), [OH-].[Na+] (sodium hydroxide), BrCCCl (2-bromo-1-chloroethane). The solvent is CS(=O)C (DMSO). Reaction conditions: time 16 hour. The product is ClCCN1CCN(CC1)C1=CC(=C(C=C1)Cl)Cl (1-(2-Chloroethyl)-4-(3,4-dichlorophenyl)piperazine). Isolated yield 36.2%. RXN SMILES: [Cl:1][C:2]1[CH:3]=[C:4]([N:9]2[CH2:14][CH2:13][NH:12][CH2:11][CH2:10]2)[CH:5]=[CH:6][C:7]=1[Cl:8].[OH-].[Na+].Br[CH2:18][CH2:19][Cl:20]>CS(C)=O>[Cl:20][CH2:19][CH2:18][N:12]1[CH2:13][CH2:14][N:9]([C:4]2[CH:5]=[CH:6][C:7]([Cl:8])=[C:2]([Cl:1])[CH:3]=2)[CH2:10][CH2:11]1 |f:1.2|. Procedure: A mixture of (3,4-dichlorophenyl)piperazine (500 mg) and powdered sodium hydroxide (87 mg) in DMSO (5 mL) was treated with 2-bromo-1-chloroethane (387 mg) and stirred at ambient temperature for 16 hours. The reaction was poured into ice cold water (15 mL) and stirred for 0.5 hours. A solid mass formed and was separated by decanting the water. The aqueous layer was extracted with dichloromethane (5 mL). The solid mass was dissolved with dichloromethane (5 mL) and the combined organics were dried ... Starting materials: CC(NC(=O)Cc1cc(F)cc(F)c1)C(=O)NCC(=O)O, OCCc1ccccc1. Yields the product CC(NC(=O)Cc1cc(F)cc(F)c1)C(=O)NCC(=O)OCCc1ccccc1. As a reaction SMILES: [F:1][c:2]1[cH:3][c:4]([CH2:9][C:10](=[O:11])[NH:12][CH:13]([CH3:14])[C:15](=[O:16])[NH:17][CH2:18][C:19](=[O:20])[OH:21])[cH:5][c:6]([F:8])[cH:7]1.[OH:22][CH2:23][CH2:24][c:25]1[cH:26][cH:27][cH:28][cH:29][cH:30]1>>[F:1][c:2]1[cH:3][c:4]([CH2:9][C:10](=[O:11])[NH:12][CH:13]([CH3:14])[C:15](=[O:16])[NH:17][CH2:18][C:19]([O:20][CH2:23][CH2:24][c:25]2[cH:26][cH:27][cH:28][cH:29][cH:30]2)=[O:21])[cH:5][c:6]([F:8])[cH:7]1.